Dataset: the Open Reaction Database (ORD), a public repository of structured organic reaction records. Task: describe an organic reaction: reactants, conditions, products, and yield The reactants are CC(N)c1ccc(Br)cc1, CCO, C=CS(=O)(=O)C=C. Yields the product CC(c1ccc(Br)cc1)N1CCS(=O)(=O)CC1. RXN SMILES: [Br:1][c:2]1[cH:3][cH:4][c:5]([CH:8]([CH3:9])[NH2:10])[cH:6][cH:7]1.[CH3:18][CH2:19][OH:20].[CH:11](=[CH2:12])[S:13](=[O:14])(=[O:15])[CH:16]=[CH2:17]>>[Br:1][c:2]1[cH:3][cH:4][c:5]([CH:8]([CH3:9])[N:10]2[CH2:12][CH2:11][S:13](=[O:14])(=[O:15])[CH2:16][CH2:17]2)[cH:6][cH:7]1.